This data is from the Open Reaction Database (ORD), a public repository of structured organic reaction records. The task is: describe an organic reaction: reactants, conditions, products, and yield Reactants: ClCC(=O)NCCC1=CC(=C(C=C1)OC)OC (2-chloro-N-(2-(3,4-dimethoxyphenyl)ethyl)acetamide), NC=1C=C(C(=O)NCC)C=CC1 (3-amino-N-ethylbenzamide), [I-].[Na+] (sodium iodide), C([O-])([O-])=O.[Ca+2] (calcium carbonate). The solvent is CN(C=O)C (dimethylformamide). Run at time 4.5 hour. Product: COC=1C=C(C=CC1OC)CCNC(CNC=1C=C(C(=O)NCC)C=CC1)=O (3-((2-((2-(3,4-dimethoxyphenyl)ethyl)amino)-2-oxoethyl)amino)-N-ethylbenzamide). The yield is 44.8%. As a reaction SMILES: Cl[CH2:2][C:3]([NH:5][CH2:6][CH2:7][C:8]1[CH:13]=[CH:12][C:11]([O:14][CH3:15])=[C:10]([O:16][CH3:17])[CH:9]=1)=[O:4].[NH2:18][C:19]1[CH:20]=[C:21]([CH:27]=[CH:28][CH:29]=1)[C:22]([NH:24][CH2:25][CH3:26])=[O:23].[I-].[Na+].C(=O)([O-])[O-].[Ca+2]>CN(C)C=O>[CH3:17][O:16][C:10]1[CH:9]=[C:8]([CH2:7][CH2:6][NH:5][C:3](=[O:4])[CH2:2][NH:18][C:19]2[CH:20]=[C:21]([CH:27]=[CH:28][CH:29]=2)[C:22]([NH:24][CH2:25][CH3:26])=[O:23])[CH:13]=[CH:12][C:11]=1[O:14][CH3:15] |f:2.3,4.5|. Reported procedure: 75 ml of dimethylformamide was added to a mixture of 15.0 g of 2-chloro-N-(2-(3,4-dimethoxyphenyl)ethyl)acetamide, 9.5 g of 3-amino-N-ethylbenzamide, 8.7 g of sodium iodide and 11.6 g of calcium carbonate, and the mixture was stirred for 4.5 hours at 55° to 60° C. After cooling, an insoluble material was removed by filtration and, the filtrate was concentrated in vacuo. The residue was extracted with 500 ml of chloroform, and the extract was washed successively with a 10% sodium sulfite aqueous ...